This data is from the Open Reaction Database (ORD), a public repository of structured organic reaction records. The task is: describe an organic reaction: reactants, conditions, products, and yield Starting materials: ClC=1C=NC=2N(C1)N=C(C2)C(=O)O (6-chloro-pyrazolo[1,5-a]pyrimidine-2-carboxylic acid), FC1=CC=C(C=N1)C=1C=C2CCNC(C2=CC1)C (6-(6-Fluoro-pyridin-3-yl)-1-methyl-1,2,3,4-tetrahydro-isoquinoline). The product is ClC=1C=NC=2N(C1)N=C(C2)C(=O)N2C(C1=CC=C(C=C1CC2)C=2C=NC(=CC2)F)C ((6-Chloro-pyrazolo[1,5-a]pyrimidin-2-yl)-[6-(6-fluoro-pyridin-3-yl)-1-methyl-3,4-dihydro-1H-isoquinolin-2-yl]-methanone). RXN SMILES: [Cl:1][C:2]1[CH:3]=[N:4][C:5]2[N:6]([N:8]=[C:9]([C:11]([OH:13])=O)[CH:10]=2)[CH:7]=1.[F:14][C:15]1[N:20]=[CH:19][C:18]([C:21]2[CH:22]=[C:23]3[C:28](=[CH:29][CH:30]=2)[CH:27]([CH3:31])[NH:26][CH2:25][CH2:24]3)=[CH:17][CH:16]=1>>[Cl:1][C:2]1[CH:3]=[N:4][C:5]2[N:6]([N:8]=[C:9]([C:11]([N:26]3[CH2:25][CH2:24][C:23]4[C:28](=[CH:29][CH:30]=[C:21]([C:18]5[CH:19]=[N:20][C:15]([F:14])=[CH:16][CH:17]=5)[CH:22]=4)[CH:27]3[CH3:31])=[O:13])[CH:10]=2)[CH:7]=1. Procedure: In close analogy to the procedure described in Example 1, 6-chloro-pyrazolo[1,5-a]pyrimidine-2-carboxylic acid is reacted with 6-(6-Fluoro-pyridin-3-yl)-1-methyl-1,2,3,4-tetrahydro-isoquinoline to provide the title compound in moderate yield. Starting materials: ClC1=C(C=CC(=C1)Cl)C1=NC2=C(N1)C(=CC=C2C(=O)O)O (2-(2,4-dichloro-phenyl)-7-hydroxy-1H-benzoimidazole-4-carboxylic acid), CO (methanol), OS(=O)(=O)O (H2SO4). Product: COC(=O)C1=CC=C(C=2NC(=NC21)C2=C(C=C(C=C2)Cl)Cl)O (2-(2,4-dichloro-phenyl)-7-hydroxy-1H-benzoimidazole-4-carboxylic acid methyl ester). Yield: 86.0%. Reaction SMILES: [Cl:1][C:2]1[CH:7]=[C:6]([Cl:8])[CH:5]=[CH:4][C:3]=1[C:9]1[NH:13][C:12]2[C:14]([OH:21])=[CH:15][CH:16]=[C:17]([C:18]([OH:20])=[O:19])[C:11]=2[N:10]=1.OS(O)(=O)=O.[CH3:27]O>>[CH3:27][O:19][C:18]([C:17]1[C:11]2[N:10]=[C:9]([C:3]3[CH:4]=[CH:5][C:6]([Cl:8])=[CH:7][C:2]=3[Cl:1])[NH:13][C:12]=2[C:14]([OH:21])=[CH:15][CH:16]=1)=[O:20]. Procedure details: 2-(2,4-dichloro-phenyl)-7-hydroxy-1H-benzoimidazole-4-carboxylic acid (1.63 g, 5.03 mmol) obtained in step 3 was dissolved in 30 ml of methanol, and H2SO4 (1.08 ml, 20.12 mmol) was added dropwise thereto and refluxed for 15 hours. The resulting solution was cooled to room temperature, concentrated under a reduced pressure to remove methanol, and the residue was neutralized with NaHCO3. Then, the neutralized residue was extracted with ethyl acetate and concentrated under a reduced pressure to obt... Starting materials: FC=1C=CC=2N(C1)C(=NN2)[C@@H]2CNCCC2 (6-Fluoro-3-(S)-piperidin-3-yl-[1,2,4]triazolo[4,3-a]pyridine), C=O (formaldehyde), CC(=O)O (AcOH), [BH-](OC(=O)C)(OC(=O)C)OC(=O)C.[Na+] (NaBH(OAc)3). The solvent is C(Cl)Cl.CO (DCM MeOH). Conditions: time 2 hour. The product is FC=1C=CC=2N(C1)C(=NN2)[C@@H]2CN(CCC2)C (6-Fluoro-3-((S)-1-methyl-piperidin-3-yl)-[1,2,4]triazolo[4,3-a]pyridine). RXN SMILES: [F:1][C:2]1[CH:3]=[CH:4][C:5]2[N:6]([C:8]([C@H:11]3[CH2:16][CH2:15][CH2:14][NH:13][CH2:12]3)=[N:9][N:10]=2)[CH:7]=1.C=O.[CH3:19]C(O)=O.[BH-](OC(C)=O)(OC(C)=O)OC(C)=O.[Na+]>C(Cl)Cl.CO>[F:1][C:2]1[CH:3]=[CH:4][C:5]2[N:6]([C:8]([C@H:11]3[CH2:16][CH2:15][CH2:14][N:13]([CH3:19])[CH2:12]3)=[N:9][N:10]=2)[CH:7]=1 |f:3.4,5.6|. Procedure: To a yellow solution of Intermediate 88c (220 mg, 1.00 mmol), formaldehyde (37% in water, 0.811 mL, 10.0 mmol) and AcOH (0.057 mL, 1.00 mmol) in DCM-MeOH (5:1, 12 mL) was added NaBH(OAc)3 (424 mg, 2.00 mmol) (CARE: gas evolution) and the solution stirred at RT for 2 h. The solution was concentrated in vacuo to ˜5 mL volume, then applied to an SCX-2 cartridge (10 g) and washed with MeOH (50 mL). The product was eluted with 2M NH3 in MeOH (50 mL); concentration in vacuo gave the title compound as ... Starting materials: FC(COC=1C=CC(=NC1)C(=O)OCC)(F)F (ethyl 5-(2,2,2-trifluoroethoxy)picolinate), [OH-].[Na+] (sodium hydroxide). Solvent: CO (methanol). Run at time 4 hour. Product: FC(COC=1C=CC(=NC1)C(=O)O)(F)F (5-(2,2,2-trifluoroethoxy)picolinic acid). The yield is 53.4%. RXN SMILES: [F:1][C:2]([F:17])([F:16])[CH2:3][O:4][C:5]1[CH:6]=[CH:7][C:8]([C:11]([O:13]CC)=[O:12])=[N:9][CH:10]=1.[OH-].[Na+]>CO>[F:17][C:2]([F:1])([F:16])[CH2:3][O:4][C:5]1[CH:6]=[CH:7][C:8]([C:11]([OH:13])=[O:12])=[N:9][CH:10]=1 |f:1.2|. Procedure: A mixture of ethyl 5-(2,2,2-trifluoroethoxy)picolinate (253 mg, 1.0 mmol) and 2 mol/L aqueous sodium hydroxide solution (1.0 mL, 2.0 mmol) in methanol (5 mL) was stirred at room temperature for 4 h. Then, methanol was removed in vacuo. To the residue were added water (2 mL) and 2 mol/L hydrochloric acid (pH˜4). The formed precipitate was collected by filtration to give 118 mg (52% yield) of the title compound as a gray solid: Yield: 95.7%. Solvent: C1CCOC1 (THF), C1CCOC1 (THF). Procedure details: To a solution of 2.3 g (5.0 mmol) (3S,5R)-3-benzoyloxy-5-(tert-butyl-dimethyl-silanyloxy)-piperidine-1-carboxylic acid benzyl ester in 20 ml dry THF were added 5.5 ml (5.5 mmol) of a 1M solution of tetrabutyl ammoniumfluoride in THF at 0° C. After completed addition, the mixture was allowed to warm to room temperature over 30 min. Addition of water was followed by extraction with three portions of tert-butyl methyl ether. The combined organic extracts were dried over sodium sulfate. Kugelrohr di... Yields the product C(C1=CC=CC=C1)OC(=O)N1C[C@H](C[C@H](C1)O)OC(C1=CC=CC=C1)=O ((3S,5R)-3-Benzoyloxy-5-hydroxy-piperidine-1-carboxylic Acid Benzyl Ester). Reaction SMILES: [CH2:1]([O:8][C:9]([N:11]1[CH2:16][C@H:15]([O:17][Si](C(C)(C)C)(C)C)[CH2:14][C@H:13]([O:25][C:26](=[O:33])[C:27]2[CH:32]=[CH:31][CH:30]=[CH:29][CH:28]=2)[CH2:12]1)=[O:10])[C:2]1[CH:7]=[CH:6][CH:5]=[CH:4][CH:3]=1.[F-].C([N+](CCCC)(CCCC)CCCC)CCC.O>C1COCC1>[CH2:1]([O:8][C:9]([N:11]1[CH2:16][C@H:15]([OH:17])[CH2:14][C@H:13]([O:25][C:26](=[O:33])[C:27]2[CH:32]=[CH:31][CH:30]=[CH:29][CH:28]=2)[CH2:12]1)=[O:10])[C:2]1[CH:7]=[CH:6][CH:5]=[CH:4][CH:3]=1 |f:1.2|. Reactants: O (water), C(C1=CC=CC=C1)OC(=O)N1C[C@H](C[C@H](C1)O[Si](C)(C)C(C)(C)C)OC(C1=CC=CC=C1)=O ((3S,5R)-3-benzoyloxy-5-(tert-butyl-dimethyl-silanyloxy)-piperidine-1-carboxylic acid benzyl ester), solution, [F-].C(CCC)[N+](CCCC)(CCCC)CCCC (tetrabutyl ammoniumfluoride). Starting materials: BrCl (bromo-chlorine), C20H18BrClN4O2S, BrC1=C(C(=O)O)C=CC(=C1)C(=O)N[C@@H](C)C1=NC2=C(N1)C=CC(=C2)Cl ((1S)-2-bromo-4-{N-[1-(5-chloro-1H-benzimidazol-2-yl)ethyl]aminocarbonyl}benzoic acid), CN(C)C(=[N+](C)C)ON1C2=C(C=CC=C2)N=N1.[B-](F)(F)(F)F (TBTU), C(C)(C)N(CC)C(C)C (diisopropylethylamine), S1CNCC1 (thiazolidine). Solvent: ClCCl.C(C)O (dichloromethane ethanol), CN(C=O)C (dimethylformamide). Product: BrC=1C=C(C(=O)N[C@@H](C)C2=NC3=C(N2)C=CC(=C3)Cl)C=CC1C(=O)N1CSCC1 (3-bromo-N-[(1S)-1-(5-chloro-1H-benzimidazol-2-yl)ethyl]-4-(thiazolidin-3-ylcarbonyl)benzamide). The yield is 43.0%. As a reaction SMILES: [Br:1][C:2]1[CH:10]=[C:9]([C:11]([NH:13][C@H:14]([C:16]2[NH:20][C:19]3[CH:21]=[CH:22][C:23]([Cl:25])=[CH:24][C:18]=3[N:17]=2)[CH3:15])=[O:12])[CH:8]=[CH:7][C:3]=1[C:4](O)=[O:5].CN(C(ON1N=NC2C=CC=CC1=2)=[N+](C)C)C.[B-](F)(F)(F)F.C(N(C(C)C)CC)(C)C.[S:57]1[CH2:61][CH2:60][NH:59][CH2:58]1.BrCl>CN(C)C=O.ClCCl.C(O)C>[Br:1][C:2]1[CH:10]=[C:9]([CH:8]=[CH:7][C:3]=1[C:4]([N:59]1[CH2:60][CH2:61][S:57][CH2:58]1)=[O:5])[C:11]([NH:13][C@H:14]([C:16]1[NH:20][C:19]2[CH:21]=[CH:22][C:23]([Cl:25])=[CH:24][C:18]=2[N:17]=1)[CH3:15])=[O:12] |f:1.2,7.8|. Procedure details: Prepared analogously to Example 1g from (1S)-2-bromo-4-{N-[1-(5-chloro-1H-benzimidazol-2-yl)ethyl]aminocarbonyl}benzoic acid, TBTU, diisopropylethylamine and thiazolidine in dimethylformamide. Yield: 43%; Rf value: 0.40 (silica gel: dichloromethane/ethanol=9:1); C20H18BrClN4O2S (493.813); mass spectrum: (M−H)−=493/495/497 (bromo-chlorine isotope). The reactants are ClC1=C(C(=O)OC(C)C)C=C(C(=C1)F)NC(=O)N (isopropyl 2-chloro-4-fluoro-5-ureidobenzoate), O=C1CSCC1C(=O)OC (methyl 3-oxotetrahydrothiophene-4-carboxylate). Yields the product ClC1=C(C(=O)OC(C)C)C=C(C(=C1)F)NC(=O)NC=1CSCC1C(=O)OC (isopropyl 2-chloro-4-fluoro-5-{3-[4-(methoxycarbonyl)-2,5-dihydro-thien-3-yl]ureido}-benzoate). RXN SMILES: [Cl:1][C:2]1[CH:13]=[C:12]([F:14])[C:11]([NH:15][C:16]([NH2:18])=[O:17])=[CH:10][C:3]=1[C:4]([O:6][CH:7]([CH3:9])[CH3:8])=[O:5].O=[C:20]1[CH:24]([C:25]([O:27][CH3:28])=[O:26])[CH2:23][S:22][CH2:21]1>>[Cl:1][C:2]1[CH:13]=[C:12]([F:14])[C:11]([NH:15][C:16]([NH:18][C:20]2[CH2:21][S:22][CH2:23][C:24]=2[C:25]([O:27][CH3:28])=[O:26])=[O:17])=[CH:10][C:3]=1[C:4]([O:6][CH:7]([CH3:9])[CH3:8])=[O:5]. Procedure: using isopropyl 2-chloro-4-fluoro-5-ureidobenzoate and methyl 3-oxotetrahydrothiophene-4-carboxylate there is obtained isopropyl 2-chloro-4-fluoro-5-{3-[4-(methoxycarbonyl)-2,5-dihydro-thien-3-yl]ureido}-benzoate, Reactants: C1(=CC=CC=C1)B(O)O (phenylboronic acid), C([O-])([O-])=O.[Cs+].[Cs+] (caesium carbonate), O (water), BrC=1C=CC2=C(CCC(C(N2)=O)NC(OC(C)(C)C)=O)C1 (tert-butyl (7-bromo-2-oxo-2,3,4,5-tetrahydro-1H-1-benzazepin-3-yl)carbamate). The reagents and catalysts are [Pd](Cl)Cl.C1(=CC=CC=C1)P([C-]1C=CC=C1)C1=CC=CC=C1.[C-]1(C=CC=C1)P(C1=CC=CC=C1)C1=CC=CC=C1.[Fe+2] (1,1′-bis(diphenylphosphino)ferrocene palladium chloride). The solvent is O1CCOCC1 (dioxane). Conditions: temperature 100 celsius. Product: C1(=CC=CC=C1)C=1C=CC2=C(CCC(C(N2)=O)NC(OC(C)(C)C)=O)C1 (tert-butyl (7-phenyl-2-oxo-2,3,4,5-tetrahydro-1H-1-benzazepin-3-yl)carbamate). As a reaction SMILES: [C:1]1(B(O)O)[CH:6]=[CH:5][CH:4]=[CH:3][CH:2]=1.C(=O)([O-])[O-].[Cs+].[Cs+].O.Br[C:18]1[CH:19]=[CH:20][C:21]2[NH:27][C:26](=[O:28])[CH:25]([NH:29][C:30](=[O:36])[O:31][C:32]([CH3:35])([CH3:34])[CH3:33])[CH2:24][CH2:23][C:22]=2[CH:37]=1>[Pd](Cl)Cl.C1(P(C2C=CC=CC=2)[C-]2C=CC=C2)C=CC=CC=1.[C-]1(P(C2C=CC=CC=2)C2C=CC=CC=2)C=CC=C1.[Fe+2].O1CCOCC1>[C:1]1([C:18]2[CH:19]=[CH:20][C:21]3[NH:27][C:26](=[O:28])[CH:25]([NH:29][C:30](=[O:36])[O:31][C:32]([CH3:33])([CH3:35])[CH3:34])[CH2:24][CH2:23][C:22]=3[CH:37]=2)[CH:6]=[CH:5][CH:4]=[CH:3][CH:2]=1 |f:1.2.3,6.7.8.9|. Reported procedure: 371 mg of phenylboronic acid (3.04 mmol), 62 mg of 1,1′-bis(diphenylphosphino)ferrocene palladium chloride (C35H30Cl4FeP2Pd, Mw 816.65, 0.025 mmol) and 3.96 g of caesium carbonate (12.16 mmol) are introduced into a 100 ml round-bottomed flask, with stirring and under an argon atmosphere, containing 22 ml of water, 6.5 ml of dioxane and 1.08 g of 10 (3.04 mmol). The medium is heated at 100° C., with stirring, for 1 h. The medium is filtered over celite and washed with 10 ml of dioxane, 10 ml of C... The reactants are C1N(CC2=CC=CC=C12)C(=O)NC1=CC=C(N=N1)C(=O)OC (methyl 6-(isoindoline-2-carboxamido)pyridazine-3-carboxylate), [Li+].[OH-] (LiOH). The solvent is CO (MeOH), C1CCOC1 (THF), O (water), O (water). Reaction conditions: time 8 hour. Product: C1N(CC2=CC=CC=C12)C(=O)NC1=CC=C(N=N1)C(=O)O (6-(isoindoline-2-carboxamido)pyridazine-3-carboxylic acid). RXN SMILES: [CH2:1]1[C:9]2[C:4](=[CH:5][CH:6]=[CH:7][CH:8]=2)[CH2:3][N:2]1[C:10]([NH:12][C:13]1[N:18]=[N:17][C:16]([C:19]([O:21]C)=[O:20])=[CH:15][CH:14]=1)=[O:11].[Li+].[OH-]>CO.C1COCC1.O>[CH2:1]1[C:9]2[C:4](=[CH:5][CH:6]=[CH:7][CH:8]=2)[CH2:3][N:2]1[C:10]([NH:12][C:13]1[N:18]=[N:17][C:16]([C:19]([OH:21])=[O:20])=[CH:15][CH:14]=1)=[O:11] |f:1.2|. Reported procedure: To a solution of methyl 6-(isoindoline-2-carboxamido)pyridazine-3-carboxylate (3.7 g, 12.4 mmol) in MeOH (40 mL) and THF (40 mL), a solution of LiOH (0.7 g, 29.2 mmol) in water (10 mL) was added at room temperature. The reaction mixture was stirred overnight at room temperature. The reaction mixture was poured into water (100 mL), extracted with EtOAc (2×50 mL) and the aqueous layer was acidified by addition of 2 NHCl to pH 3 to give a precipitate. The precipitate was washed with water and dried... Starting materials: ClC1=NC=NC(=C1)C1=CC(=CC=C1)F (4-chloro-6-(3-fluorophenyl)pyrimidine), C(C#CC)O (2-butyn-1-ol), O (water), [H-].[Na+] (sodium hydride). Run in CN(C=O)C (N,N-dimethylformamide). Reaction conditions: time 6 hour. Product: FC=1C=C(C=CC1)C1=NC=NC(=C1)OCC#CC (4-(3-fluorophenyl)-6-(2-butynyloxy)pyrimidine). Yield: 63.7%. As a reaction SMILES: Cl[C:2]1[CH:7]=[C:6]([C:8]2[CH:13]=[CH:12][CH:11]=[C:10]([F:14])[CH:9]=2)[N:5]=[CH:4][N:3]=1.[CH2:15]([OH:19])[C:16]#[C:17][CH3:18].[H-].[Na+].O>CN(C)C=O>[F:14][C:10]1[CH:9]=[C:8]([C:6]2[CH:7]=[C:2]([O:19][CH2:15][C:16]#[C:17][CH3:18])[N:3]=[CH:4][N:5]=2)[CH:13]=[CH:12][CH:11]=1 |f:2.3|. Reported procedure: In 7 ml of N,N-dimethylformamide were dissolved 204 mg of 4-chloro-6-(3-fluorophenyl)pyrimidine and 82 mg of 2-butyn-1-ol, to which 47 mg of sodium hydride (60% in oil) was added, followed by stirring at room temperature for 6 hours. The reaction mixture was then poured into water and extracted with ethyl acetate. The organic layer was washed with a saturated aqueous sodium chloride solution, dried over anhydrous magnesium sulfate, and then concentrated. The resulting residue was subjected to si...